The task is: describe an organic reaction: reactants, conditions, products, and yield. This data is from the Open Reaction Database (ORD), a public repository of structured organic reaction records. The reactants are CC1(O[C@@H]2[C@H](O1)C=C[C@@H]2O)C ((3aS,4S,6aR)-2,2-dimethyl-4,6a-dihydro-3aH-cyclopenta[d][1,3]dioxol-4-ol), FC1=NC=C(C2=C1N=CN2)F (4,7-difluoro-1H-imidazo[4,5-c]pyridine), CC(C)OC(=O)/N=N/C(=O)OC(C)C (DIAD), C1(=CC=CC=C1)P(C1=CC=CC=C1)C1=CC=CC=C1 (Triphenylphosphine). The solvent is C1CCOC1 (THF). Conditions: temperature 0 celsius, time 2 hour. Yields the product CC1(O[C@@H]2[C@H](O1)C=C[C@H]2N2C=NC=1C(=NC=C(C12)F)F)C (1-[(3aS,4R,6aR)-2,2-dimethyl-4,6a-dihydro-3aH-cyclopenta[d][1,3]dioxol-4-yl]-4,7-difluoro-1H-imidazo[4,5-c]pyridine), CC1(O[C@@H]2[C@H](O1)C=C[C@H]2N2C=NC1=C2C(=NC=C1F)F)C (3-[(3aS,4R,6aR)-2,2-dimethyl-4,6a-dihydro-3aH-cyclopenta[d][1,3]dioxol-4-yl]-4,7-difluoro-3H-imidazo[4,5-c]pyridine). Reaction SMILES: [CH3:1][C:2]1([CH3:11])[O:6][C@@H:5]2[CH:7]=[CH:8][C@H:9](O)[C@@H:4]2[O:3]1.C1(P(C2C=CC=CC=2)C2C=CC=CC=2)C=CC=CC=1.[F:31][C:32]1[C:37]2[N:38]=[CH:39][NH:40][C:36]=2[C:35]([F:41])=[CH:34][N:33]=1.CC(OC(/N=N/C(OC(C)C)=O)=O)C>C1COCC1>[CH3:1][C:2]1([CH3:11])[O:6][C@@H:5]2[CH:7]=[CH:8][C@@H:9]([N:40]3[C:36]4[C:35]([F:41])=[CH:34][N:33]=[C:32]([F:31])[C:37]=4[N:38]=[CH:39]3)[C@@H:4]2[O:3]1.[CH3:1][C:2]1([CH3:11])[O:6][C@@H:5]2[CH:7]=[CH:8][C@@H:9]([N:38]3[C:37]4[C:32]([F:31])=[N:33][CH:34]=[C:35]([F:41])[C:36]=4[N:40]=[CH:39]3)[C@@H:4]2[O:3]1. Reported procedure: (3aS,4S,6aR)-2,2-dimethyl-4,6a-dihydro-3aH-cyclopenta[d][1,3]dioxol-4-ol (1-1) (250 mg, 1.6 mmol, 1 equiv) was dissolved in dry THF (8 mL). Triphenylphosphine (630 mg, 2.4 mmol, 1.5 equiv) was added, followed by 4,7-difluoro-1H-imidazo[4,5-c]pyridine (1-4, 300 mg, 1.9 mmol, 1.2 equiv). The mixture was cooled to 0° C. and DIAD (470 μL, 2.4 mmol, 1.5 equiv) was added dropwise. The resulting mixture was stirred at ambient temperature for 2 hours. The solvent was removed at reduced pressure and the ... The reactants are COCCOC1=NC=C(C(=C1)C)[N+](=O)[O-] (2-(2-Methoxy-ethoxy)-4-methyl-5-nitro-pyridine), C(C)OC(C(=O)OCC)=O (oxalic acid diethylester), [K] (potassium). The solvent is C(C)OCC (diethylether), C(C)O (ethanol), C1(=CC=CC=C1)C (toluene), C(C)OCC (diethylether), C(C)O (ethanol). Conditions: temperature 0 celsius, time 4 hour. The product is [K].C(C)OC(C(CC1=CC(=NC=C1[N+](=O)[O-])OCCOC)=O)=O (3-[2-(2-Methoxy-ethoxy)-5-nitro-pyridin-4-yl]-2-oxo-propionic acid ethylester potassium salt). Yield: 117.5%. As a reaction SMILES: [K:1].[CH3:2][O:3][CH2:4][CH2:5][O:6][C:7]1[CH:12]=[C:11]([CH3:13])[C:10]([N+:14]([O-:16])=[O:15])=[CH:9][N:8]=1.[CH2:17]([O:19][C:20](=[O:26])[C:21](OCC)=[O:22])[CH3:18]>C(OCC)C.C(O)C.C1(C)C=CC=CC=1>[K:1].[CH2:17]([O:19][C:20](=[O:26])[C:21](=[O:22])[CH2:13][C:11]1[C:10]([N+:14]([O-:16])=[O:15])=[CH:9][N:8]=[C:7]([O:6][CH2:5][CH2:4][O:3][CH3:2])[CH:12]=1)[CH3:18] |f:6.7,^1:0,41|. Reported procedure: To 265 mg (6.78 mmol) potassium in 20 mL absolute diethylether, 2.5 mL ethanol were slowly added. The mixture is cooled to 0° C. and a solution of 720 mg (3.39 mmol) 2-(2-Methoxy-ethoxy)-4-methyl-5-nitro-pyridine in 2.5 mL of absolute diethylether and 0.5 mL ethanol were added. 3.966 g (27.14 mmol) oxalic acid diethylester in 15 mL toluene were added tropwise over 45 min. The reaction mixture was stirred at room temperature for 4 h. The precipitate was filtered, washed with diethyl ether/n-hepta... Starting materials: CCOC(=O)CC(c1ccccc1)n1ccc2cc(OCCO)ccc21, C1CCOC1, O=C1c2ccccc2C(=O)N1O, c1ccc(P(c2ccccc2)c2ccccc2)cc1. The product is CCOC(=O)CC(c1ccccc1)n1ccc2cc(OCCON3C(=O)c4ccccc4C3=O)ccc21. RXN SMILES: [CH2:1]([CH3:2])[O:3][C:4]([CH2:5][CH:6]([c:7]1[cH:8][cH:9][cH:10][cH:11][cH:12]1)[n:13]1[cH:14][cH:15][c:16]2[cH:17][c:18]([O:22][CH2:23][CH2:24][OH:25])[cH:19][cH:20][c:21]12)=[O:26].[O:58]1[CH2:59][CH2:60][CH2:61][CH2:62]1.[OH:27][N:28]1[C:29](=[O:38])[c:30]2[c:31]([cH:34][cH:35][cH:36][cH:37]2)[C:32]1=[O:33].[c:39]1([P:40]([c:41]2[cH:42][cH:43][cH:44][cH:45][cH:46]2)[c:47]2[cH:48][cH:49][cH:50][cH:51][cH:52]2)[cH:53][cH:54][cH:55][cH:56][cH:57]1>>[CH2:1]([CH3:2])[O:3][C:4]([CH2:5][CH:6]([c:7]1[cH:8][cH:9][cH:10][cH:11][cH:12]1)[n:13]1[cH:14][cH:15][c:16]2[cH:17][c:18]([O:22][CH2:23][CH2:24][O:25][N:28]3[C:29](=[O:38])[c:30]4[c:31]([cH:34][cH:35][cH:36][cH:37]4)[C:32]3=[O:33])[cH:19][cH:20][c:21]12)=[O:26]. The reactants are COC=1C=C2C=CC(=CC2=CC1)C#CC1=CC(=C(C=C1)N1C(=NC2=CC=CC=C2C1=O)C)C (3-(4-((6-methoxynaphthalen-2-yl)ethynyl)-2-methylphenyl)-2-methylquinazolin-4(3H)-one), COC=1C=C(C=O)C=C(C1OC)OC (3,4,5-trimethoxybenzaldehyde). Run in C(C)(=O)O (acetic acid). Run at time 8 hour. Yields the product COC=1C=C2C=CC(=CC2=CC1)C#CC1=CC(=C(C=C1)N1C(=NC2=CC=CC=C2C1=O)\C=C\C1=CC(=C(C(=C1)OC)OC)OC)C ((E)-3-(4-((6-methoxynaphthalen-2-yl)ethynyl)-2-methylphenyl)-2-(3,4,5-trimethoxystyryl)quinazolin-4(3H)-one). RXN SMILES: [CH3:1][O:2][C:3]1[CH:4]=[C:5]2[C:10](=[CH:11][CH:12]=1)[CH:9]=[C:8]([C:13]#[C:14][C:15]1[CH:20]=[CH:19][C:18]([N:21]3[C:30](=[O:31])[C:29]4[C:24](=[CH:25][CH:26]=[CH:27][CH:28]=4)[N:23]=[C:22]3[CH3:32])=[C:17]([CH3:33])[CH:16]=1)[CH:7]=[CH:6]2.[CH3:34][O:35][C:36]1[CH:37]=[C:38]([CH:41]=[C:42]([O:46][CH3:47])[C:43]=1[O:44][CH3:45])[CH:39]=O>C(O)(=O)C>[CH3:1][O:2][C:3]1[CH:4]=[C:5]2[C:10](=[CH:11][CH:12]=1)[CH:9]=[C:8]([C:13]#[C:14][C:15]1[CH:20]=[CH:19][C:18]([N:21]3[C:30](=[O:31])[C:29]4[C:24](=[CH:25][CH:26]=[CH:27][CH:28]=4)[N:23]=[C:22]3/[CH:32]=[CH:39]/[C:38]3[CH:41]=[C:42]([O:46][CH3:47])[C:43]([O:44][CH3:45])=[C:36]([O:35][CH3:34])[CH:37]=3)=[C:17]([CH3:33])[CH:16]=1)[CH:7]=[CH:6]2. Procedure: 4-iodo-2-methylbenzenamine 24 (233 mg, 1 mmol) on reaction with 2-ethynyl-6-methoxynaphthalene (25c, 182 mg, 1 mmol) by employing Sonagashira coupling conditions using Pd(PPh3)4 (69.3 mg, 0.06 equiv) as catalyst, CuI (22.8 mg, 0.12 equiv) as cocatalyst, butyl amine (261 mg, 3 equiv) as base and ether as solvent and kept the reaction for 6 h. After completion of the reaction as indicated by TLC and the reaction mixture is extracted into ether (4×25 mL) from the aqueous layer and concentrated in v... Starting materials: C1CCNCC1, ClCCCCOc1ccccc1C=Cc1nc2ccccc2o1, Cl. The product is C(=Cc1ccccc1OCCCCN1CCCCC1)c1nc2ccccc2o1. As a reaction SMILES: [CH2:24]1[CH2:25][CH2:26][NH:27][CH2:28][CH2:29]1.[Cl:1][CH2:2][CH2:3][CH2:4][CH2:5][O:6][c:7]1[c:8]([CH:13]=[CH:14][c:15]2[o:16][c:17]3[c:18]([n:19]2)[cH:20][cH:21][cH:22][cH:23]3)[cH:9][cH:10][cH:11][cH:12]1.[ClH:30]>>[CH2:2]([CH2:3][CH2:4][CH2:5][O:6][c:7]1[c:8]([CH:13]=[CH:14][c:15]2[o:16][c:17]3[c:18]([n:19]2)[cH:20][cH:21][cH:22][cH:23]3)[cH:9][cH:10][cH:11][cH:12]1)[N:27]1[CH2:26][CH2:25][CH2:24][CH2:29][CH2:28]1. Starting materials: 22-L, BrC=1C=NC=CC1 (3-bromopyridine), C(Cl)Cl (methylene chloride), C(CCCCCC#C)O (7-octyn-1-ol), BrC=1C=NC=CC1 (3-bromopyridine). The solvent is C(C)N(CC)CC (triethylamine). Yields the product N1=CC(=CC=C1)C#CCCCCCCO (8-(3-pyridinyl)-7-octyn-1-ol). The yield is 91.1%. RXN SMILES: C(Cl)Cl.[CH2:4]([OH:12])[CH2:5][CH2:6][CH2:7][CH2:8][CH2:9][C:10]#[CH:11].Br[C:14]1[CH:15]=[N:16][CH:17]=[CH:18][CH:19]=1>C(N(CC)CC)C>[N:16]1[CH:17]=[CH:18][CH:19]=[C:14]([C:11]#[C:10][CH2:9][CH2:8][CH2:7][CH2:6][CH2:5][CH2:4][OH:12])[CH:15]=1. Procedure details: A flame-dried, 22-L flask equipped with a mechanical stirrer, condenser, and a gas inlet tube dipping below the surface of the solvent was charged with 4.0 L of methylene chloride, 1.25 L of triethylamine, 385 g of 7-octyn-1-ol, and 285 mL (456 g) of 3-bromopyridine. The reagents were rinsed into the flask with an additional 100 mL of methylene chloride. Argon was bubbled through the reaction mixture for 30 minutes. The flask was evacuated for 3 minutes at 70 mm. The vacuum was released by bubbl... Reaction SMILES: [CH3:20][N:21]([CH3:22])[CH:23]=[O:24].[Cl:1][CH2:2][C:3](=[O:4])[Cl:5].[NH2:6][c:7]1[s:8][c:9]2[c:10]([n:11]1)[cH:12][c:13]1[n:14][c:15]([NH2:19])[s:16][c:17]1[cH:18]2>>[Cl:1][CH2:2][C:3](=[O:4])[NH:19][c:15]1[n:14][c:13]2[cH:12][c:10]3[c:9]([s:8][c:7]([NH2:6])[n:11]3)[cH:18][c:17]2[s:16]1. Product: Nc1nc2cc3nc(NC(=O)CCl)sc3cc2s1. Starting materials: CN(C)C=O, O=C(Cl)CCl, Nc1nc2cc3nc(N)sc3cc2s1.